The task is: describe an organic reaction: reactants, conditions, products, and yield. This data is from the Open Reaction Database (ORD), a public repository of structured organic reaction records. Reactants: O=C([O-])[O-], Cc1cc(Cl)c(C)[n+]([O-])c1, [NH4+], [NH4+], O, O=[N+]([O-])O, O=S(=O)(O)O. The product is Cc1c[n+]([O-])c(C)c(Cl)c1[N+](=O)[O-]. As a reaction SMILES: [C:16](=[O:17])([O-:18])[O-:19].[Cl:1][c:2]1[c:3]([CH3:10])[n+:4]([O-:9])[cH:5][c:6]([CH3:8])[cH:7]1.[NH4+:20].[NH4+:21].[OH2:15].[OH:11][N+:12]([O-:13])=[O:14].[S:22](=[O:23])(=[O:24])([OH:25])[OH:26]>>[Cl:1][c:2]1[c:3]([CH3:10])[n+:4]([O-:9])[cH:5][c:6]([CH3:8])[c:7]1[N+:12](=[O:11])[O-:13].